From a dataset of the Open Reaction Database (ORD), a public repository of structured organic reaction records. describe an organic reaction: reactants, conditions, products, and yield Starting materials: ClC=1C=C2C(=CNC2=CC1)CCNC(C1=CC(=CC=C1)CCl)=O (N-(2-(5-chloro-1H-indol-3-yl)ethyl)-3-(chloromethyl)benzamide), C1(CCCC1)N (cyclopentanamine), [I-].[Na+] (sodium iodide). Run in C1CCOC1 (THF). Product: eluent, ClC=1C=C2C(=CNC2=CC1)CCNC(C1=CC(=CC=C1)CNC1CCCC1)=O (N-(2-(5-Chloro-1H-indol-3-yl)ethyl)-3-((cyclopentylamino)methyl)benzamide). Isolated yield 42.1%. As a reaction SMILES: [Cl:1][C:2]1[CH:3]=[C:4]2[C:8](=[CH:9][CH:10]=1)[NH:7][CH:6]=[C:5]2[CH2:11][CH2:12][NH:13][C:14](=[O:23])[C:15]1[CH:20]=[CH:19][CH:18]=[C:17]([CH2:21]Cl)[CH:16]=1.[CH:24]1([NH2:29])[CH2:28][CH2:27][CH2:26][CH2:25]1.[I-].[Na+]>C1COCC1>[Cl:1][C:2]1[CH:3]=[C:4]2[C:8](=[CH:9][CH:10]=1)[NH:7][CH:6]=[C:5]2[CH2:11][CH2:12][NH:13][C:14](=[O:23])[C:15]1[CH:20]=[CH:19][CH:18]=[C:17]([CH2:21][NH:29][CH:24]2[CH2:28][CH2:27][CH2:26][CH2:25]2)[CH:16]=1 |f:2.3|. Reported procedure: N-(2-(5-chloro-1H-indol-3-yl)ethyl)-3-((cyclopentylamino)methyl)benzamide was prepared following Method C starting from N-(2-(5-chloro-1H-indol-3-yl)ethyl)-3-(chloromethyl)benzamide (0.050 g; 0.144 mmol), cyclopentanamine (0.043 g; 0.5 mmol), and sodium iodide (0.015 g; 0.1 mmol) in THF (3 mL), under a microwave irradiation at 150° C. for 5 minutes. Flash chromatography on silica gel (eluent 0 to 10% methanol in dichloromethane) furnished 0.024 g (42%) of the title compound as a white solid. Reactants: [OH-].[Na+] (sodium hydroxide), CC=1C=C(C(=CC1)[N+](=O)[O-])O (3-methyl-6-nitrophenol), CS(=O)C (dimethylsulfoxide), ClCC=C (3-chloro-1-propene). Run in O (water), O (water). Yields the product C(C=C)OC1=CC(=CC=C1[N+](=O)[O-])C (1-(2-propenyloxy)-3-methyl-6-nitrobenzene). Reaction SMILES: [OH-].[Na+].[CH3:3][C:4]1[CH:5]=[C:6]([OH:13])[C:7]([N+:10]([O-:12])=[O:11])=[CH:8][CH:9]=1.CS(C)=O.Cl[CH2:19][CH:20]=[CH2:21]>O>[CH2:21]([O:13][C:6]1[C:7]([N+:10]([O-:12])=[O:11])=[CH:8][CH:9]=[C:4]([CH3:3])[CH:5]=1)[CH:20]=[CH2:19] |f:0.1|. Reported procedure: A solution of 26.1 g of sodium hydroxide in 50 ml of water was added drop-by-drop over 5 minutes to a stirred mixture of 100 g of 3-methyl-6-nitrophenol, 400 ml of dimethylsulfoxide (DMSO) and 53.6 g of 3-chloro-1-propene initially at room temperature. The temperature of the mixture rose to 43° C. The mixture was heated at 90°-110° C. for two hours, poured into water and filtered, to give 1-(2-propenyloxy)-3-methyl-6-nitrobenzene (1A), as a light yellow solid, m.p.: 30°-32° C. Starting materials: CCCc1ccc2c(Cl)ccnc2n1, COCCNC(=O)c1ccc(Oc2ccc(Cl)cc2N)cc1. The product is CCCc1ccc2c(Nc3cc(Cl)ccc3Oc3ccc(C(=O)NCCOC)cc3)ccnc2n1. RXN SMILES: [Cl:1][c:2]1[c:3]2[cH:4][cH:5][c:6]([CH2:12][CH2:13][CH3:14])[n:7][c:8]2[n:9][cH:10][cH:11]1.[NH2:15][c:16]1[c:17]([O:18][c:19]2[cH:20][cH:21][c:22]([C:23](=[O:24])[NH:25][CH2:26][CH2:27][O:28][CH3:29])[cH:30][cH:31]2)[cH:32][cH:33][c:34]([Cl:36])[cH:35]1>>[c:2]1([NH:15][c:16]2[c:17]([O:18][c:19]3[cH:20][cH:21][c:22]([C:23](=[O:24])[NH:25][CH2:26][CH2:27][O:28][CH3:29])[cH:30][cH:31]3)[cH:32][cH:33][c:34]([Cl:36])[cH:35]2)[c:3]2[cH:4][cH:5][c:6]([CH2:12][CH2:13][CH3:14])[n:7][c:8]2[n:9][cH:10][cH:11]1. Reactants: FC(C(=O)O)(F)F (trifluoroacetic acid), C1(=CC=CC=C1)OC (anisole), COC1=CC=C(CONC(CN2N=NN=C2S)=O)C=C1 (5-mercapto-1H-tetrazole-1-acetohydroxamic acid p-methoxybenzyl ester). Reaction conditions: time 2 hour. The product is SC1=NN=NN1CC(=O)NO (α-(5-Mercapto-1H-tetrazol-1-yl)acetohydroxamic acid). Yield: 102.8%. Reaction SMILES: FC(F)(F)C(O)=O.C1(OC)C=CC=CC=1.COC1C=CC(C[O:23][NH:24][C:25](=[O:33])[CH2:26][N:27]2[C:31]([SH:32])=[N:30][N:29]=[N:28]2)=CC=1>>[SH:32][C:31]1[N:27]([CH2:26][C:25]([NH:24][OH:23])=[O:33])[N:28]=[N:29][N:30]=1. Reported procedure: To a mixed solvent of trifluoroacetic acid (15 ml) and anisole (15 ml) is added 5-mercapto-1H-tetrazole-1-acetohydroxamic acid p-methoxybenzyl ester (3 g), and the mixture is stirred at room temperature for 2 hours under nitrogen gas. The reaction mixture is concentrated under reduced pressure, and the resultant material is dissolved in water and passed through a column of synthetic resin adsorbent (Diaion HP-20 distributed by Mitsubishi Chemical K.K.) (95 ml). The resin is washed with water. Th... The reactants are C(C)(C)(C)[C@]1(OCO[C@@]23[C@H]4[C@@]56CCN([C@@H]([C@]5(C[C@@H]21)CC3)CC3=CC=C(C(=C36)O4)O)CC4CC4)C ((4bS,8R,8aS,9aR,10S,13aR,13bR)-10-tert-butyl-7-cyclopropylmethyl-5,6,7,8,9,9a,10,13b-octahydro-10-methyl-8a,13a-ethano-4,8-methanobenzofuro[3,2-e][1,3]dioxino[4,5-g]isoquinolin-1-ol), C(CC)S(=O)CCC (dipropyl sulfoxide). Yields the product C(C)(C)(C)[C@]1(OC(O[C@@]23[C@H]4[C@@]56CCN([C@@H]([C@]5(C[C@@H]21)CC3)CC3=CC=C(C(=C36)O4)O)CC4CC4)CC)C ((4bS,8R,8aS,9aR,10S,13aR,13bR)-10-tert-butyl-7-cyclopropylmethyl-12-ethyl-5,6,7,8,9,9a,10,13b-octahydro-10-methyl-8a,13a-ethano-4,8-methanobenzofuro[3,2-e][1,3]dioxino[4,5-g]isoquinolin-1-ol). Reaction SMILES: [C:1]([C@:5]1([CH3:34])[C@@H:18]2[C@@:9]3([CH2:20][CH2:19][C@:16]4([CH2:17]2)[C@@:11]25[C:27]6[C:22](=[CH:23][CH:24]=[C:25]([OH:29])[C:26]=6[O:28][C@@H:10]32)[CH2:21][C@H:15]4[N:14]([CH2:30][CH:31]2[CH2:33][CH2:32]2)[CH2:13][CH2:12]5)[O:8][CH2:7][O:6]1)([CH3:4])([CH3:3])[CH3:2].[CH2:35](S(CCC)=O)[CH2:36]C>>[C:1]([C@:5]1([CH3:34])[C@@H:18]2[C@@:9]3([CH2:20][CH2:19][C@:16]4([CH2:17]2)[C@@:11]25[C:27]6[C:22](=[CH:23][CH:24]=[C:25]([OH:29])[C:26]=6[O:28][C@@H:10]32)[CH2:21][C@H:15]4[N:14]([CH2:30][CH:31]2[CH2:32][CH2:33]2)[CH2:13][CH2:12]5)[O:8][CH:7]([CH2:35][CH3:36])[O:6]1)([CH3:4])([CH3:2])[CH3:3]. Procedure: The title compound 4 was prepared similar to the procedure described in Example 1 for compound 3 using dipropyl sulfoxide instead of DMSO. After column chromatography, 117 mg (53.7% yield, >99.9 purity) of compound 4 was isolated as an off-white solid as a mixture of two epimers in a 96.1:3.9 ratio. The reactants are OC1CN(CCC1C1=CC=C(C=C1)OCC1=CC2=CC=CC=C2C=C1)C(=O)OC(C)(C)C (tert-butyl (3RS,4RS)-3-hydroxy-4-[4-(naphthalen-2-ylmethoxy)-phenyl]-piperidine-1-carboxylate), COC1=C(CCl)C=CC=C1 (2-methoxybenzyl chloride). Product: COC1=C(COC2CN(CCC2C2=CC=C(C=C2)OCC2=CC3=CC=CC=C3C=C2)C(=O)OC(C)(C)C)C=CC=C1 (tert-butyl (3RS,4RS)-3-(2-methoxy-benzyloxy)-4-[4-(naphthalen-2-ylmethoxy)-phenyl]-piperidine-1-carboxylate). RXN SMILES: [OH:1][CH:2]1[CH:7]([C:8]2[CH:13]=[CH:12][C:11]([O:14][CH2:15][C:16]3[CH:25]=[CH:24][C:23]4[C:18](=[CH:19][CH:20]=[CH:21][CH:22]=4)[CH:17]=3)=[CH:10][CH:9]=2)[CH2:6][CH2:5][N:4]([C:26]([O:28][C:29]([CH3:32])([CH3:31])[CH3:30])=[O:27])[CH2:3]1.[CH3:33][O:34][C:35]1[CH:42]=[CH:41][CH:40]=[CH:39][C:36]=1[CH2:37]Cl>>[CH3:33][O:34][C:35]1[CH:42]=[CH:41][CH:40]=[CH:39][C:36]=1[CH2:37][O:1][CH:2]1[CH:7]([C:8]2[CH:13]=[CH:12][C:11]([O:14][CH2:15][C:16]3[CH:25]=[CH:24][C:23]4[C:18](=[CH:19][CH:20]=[CH:21][CH:22]=4)[CH:17]=3)=[CH:10][CH:9]=2)[CH2:6][CH2:5][N:4]([C:26]([O:28][C:29]([CH3:32])([CH3:31])[CH3:30])=[O:27])[CH2:3]1. Procedure details: In analogy to the procedure described in Example 3(c), by alkylating tert-butyl (3RS,4RS)-3-hydroxy-4-[4-(naphthalen-2-ylmethoxy)-phenyl]-piperidine-1-carboxylate with 2-methoxybenzyl chloride there was obtained tert-butyl (3RS,4RS)-3-(2-methoxy-benzyloxy)-4-[4-(naphthalen-2-ylmethoxy)-phenyl]-piperidine-1-carboxylate as a colourless solid; MS: 554 (M+H)+.